From a dataset of the Open Reaction Database (ORD), a public repository of structured organic reaction records. describe an organic reaction: reactants, conditions, products, and yield Starting materials: COc1cc(-c2cnc3[nH]cc(C(=O)C4(C)CCC(OCc5ccccc5)CC4)c3n2)cc(OC)c1OC, C1CCOC1, CCO. The product is COc1cc(-c2cnc3[nH]cc(C(=O)C4(C)CCC(O)CC4)c3n2)cc(OC)c1OC. RXN SMILES: [CH2:1]([c:2]1[cH:3][cH:4][cH:5][cH:6][cH:7]1)[O:8][CH:9]1[CH2:10][CH2:11][C:12]([CH3:15])([C:16](=[O:17])[c:18]2[cH:19][nH:20][c:21]3[n:22][cH:23][c:24](-[c:27]4[cH:28][c:29]([O:37][CH3:38])[c:30]([O:35][CH3:36])[c:31]([O:33][CH3:34])[cH:32]4)[n:25][c:26]23)[CH2:13][CH2:14]1.[CH2:39]1[O:40][CH2:41][CH2:42][CH2:43]1.[CH3:44][CH2:45][OH:46]>>[OH:8][CH:9]1[CH2:10][CH2:11][C:12]([CH3:15])([C:16](=[O:17])[c:18]2[cH:19][nH:20][c:21]3[n:22][cH:23][c:24](-[c:27]4[cH:28][c:29]([O:37][CH3:38])[c:30]([O:35][CH3:36])[c:31]([O:33][CH3:34])[cH:32]4)[n:25][c:26]23)[CH2:13][CH2:14]1.